From a dataset of the Open Reaction Database (ORD), a public repository of structured organic reaction records. describe an organic reaction: reactants, conditions, products, and yield Starting materials: C(C)(C)(C)OC(N[C@@H](CC1=CC=C(C=C1)OC1=CC=C(C=C1)OC1=CC=C(C=C1)Cl)CN(C(C)=O)OC(C)=O)=O (((S)-1-[(Acetoxy-acetyl-amino)-methyl]-2-{4-[4-(4-chloro-phenoxy)-phenoxy]-phenyl}-ethyl)-carbamic acid tert-butyl ester), C[O-].[Na+] (NaOMe). Run in CO (methanol). Run at time 4 hour. Yields the product C(C)(C)(C)OC(N[C@@H](CC1=CC=C(C=C1)OC1=CC=C(C=C1)OC1=CC=C(C=C1)Cl)CN(O)C(C)=O)=O (((S)-1-[(Acetyl-hydroxy-amino)-methyl]-2-{4-[4-(4-chloro-phenoxy)-phenoxy]phenyl}-ethyl)-carbamic acid tert-butyl ester). Yield: 90.4%. RXN SMILES: [C:1]([O:5][C:6](=[O:40])[NH:7][C@H:8]([CH2:31][N:32]([O:36]C(=O)C)[C:33](=[O:35])[CH3:34])[CH2:9][C:10]1[CH:15]=[CH:14][C:13]([O:16][C:17]2[CH:22]=[CH:21][C:20]([O:23][C:24]3[CH:29]=[CH:28][C:27]([Cl:30])=[CH:26][CH:25]=3)=[CH:19][CH:18]=2)=[CH:12][CH:11]=1)([CH3:4])([CH3:3])[CH3:2].C[O-].[Na+]>CO>[C:1]([O:5][C:6](=[O:40])[NH:7][C@H:8]([CH2:31][N:32]([C:33](=[O:35])[CH3:34])[OH:36])[CH2:9][C:10]1[CH:11]=[CH:12][C:13]([O:16][C:17]2[CH:22]=[CH:21][C:20]([O:23][C:24]3[CH:25]=[CH:26][C:27]([Cl:30])=[CH:28][CH:29]=3)=[CH:19][CH:18]=2)=[CH:14][CH:15]=1)([CH3:4])([CH3:2])[CH3:3] |f:1.2|. Reported procedure: To a solution of the product from step 2 (0.12 g, 0.21 mmol) in methanol (5 mL) was added NaOMe (25% in MeOH, 0.23 g, 1.1 mmol) at 0° C. and stirred at room temperature for 4 h. After the methanol was removed, the residue was partitioned in EtOAc/H2O, dried over Na2SO4 and concentrated to yield the title compound (0.1 g, 90%). 1HNMR (CDCl3) δ 1.40 (s, 9H), 2.10 (s, 3H), 2.81 (m, 2H), 3.05 (m, 1H), 4.11 (m, 1H), 4.01 (br, 1H), 4.66 (m, 1H), 6.91 (m, 4H), 6.98 (s, 4H), 7.14 (d, J=8 Hz, 2H), 7.27 (... The reactants are O=C(N=C=S)c1ccccc1, COc1ccc(N(Cc2ccc(C)cc2)Cc2ccc(C)cc2)cc1N, CC(C)=O, CCOC(C)=O. Product: COc1ccc(N(Cc2ccc(C)cc2)Cc2ccc(C)cc2)cc1NC(=S)NC(=O)c1ccccc1. RXN SMILES: [C:27]([c:28]1[cH:29][cH:30][cH:31][cH:32][cH:33]1)(=[O:34])[N:35]=[C:36]=[S:37].[CH3:1][O:2][c:3]1[c:4]([NH2:26])[cH:5][c:6]([N:9]([CH2:10][c:11]2[cH:12][cH:13][c:14]([CH3:17])[cH:15][cH:16]2)[CH2:18][c:19]2[cH:20][cH:21][c:22]([CH3:25])[cH:23][cH:24]2)[cH:7][cH:8]1.[CH3:38][C:39](=[O:40])[CH3:41].[CH3:42][CH2:43][O:44][C:45](=[O:46])[CH3:47]>>[CH3:1][O:2][c:3]1[c:4]([NH:26][C:36]([NH:35][C:27]([c:28]2[cH:29][cH:30][cH:31][cH:32][cH:33]2)=[O:34])=[S:37])[cH:5][c:6]([N:9]([CH2:10][c:11]2[cH:12][cH:13][c:14]([CH3:17])[cH:15][cH:16]2)[CH2:18][c:19]2[cH:20][cH:21][c:22]([CH3:25])[cH:23][cH:24]2)[cH:7][cH:8]1. Reactants: C(C)(C)(C)OC(N(CC1=CC=C(C=C1)N1CCOCC1)C=1N(N=NC1)C1=C(C=C(C(=C1)C(C)C)OCC1=CC=CC=C1)OCC1=CC=CC=C1)=O ([3-(2,4-bis-benzyloxy-5-isopropyl-phenyl)-3H-[1,2,3]triazol-4-yl]-(4-morpholin-4-yl-benzyl)-carbamic acid t-butyl ester). The reagents and catalysts are [OH-].[OH-].[Pd+2] (Pd(OH)2/C). Solvent: CCO (EtOH). Reaction conditions: time 1 hour. Yields the product OC1=C(C=C(C(=C1)O)C(C)C)N1N=NC=C1N(C(OC(C)(C)C)=O)CC1=CC=C(C=C1)N1CCOCC1 (tert-butyl 1-(2,4-dihydroxy-5-isopropylphenyl)-1H-1,2,3-triazol-5-yl(4-morpholinobenzyl)carbamate). Reaction SMILES: [C:1]([O:5][C:6](=[O:51])[N:7]([C:21]1[N:22]([C:26]2[CH:31]=[C:30]([CH:32]([CH3:34])[CH3:33])[C:29]([O:35]CC3C=CC=CC=3)=[CH:28][C:27]=2[O:43]CC2C=CC=CC=2)[N:23]=[N:24][CH:25]=1)[CH2:8][C:9]1[CH:14]=[CH:13][C:12]([N:15]2[CH2:20][CH2:19][O:18][CH2:17][CH2:16]2)=[CH:11][CH:10]=1)([CH3:4])([CH3:3])[CH3:2]>CCO.[OH-].[OH-].[Pd+2]>[OH:43][C:27]1[CH:28]=[C:29]([OH:35])[C:30]([CH:32]([CH3:34])[CH3:33])=[CH:31][C:26]=1[N:22]1[C:21]([N:7]([CH2:8][C:9]2[CH:10]=[CH:11][C:12]([N:15]3[CH2:16][CH2:17][O:18][CH2:19][CH2:20]3)=[CH:13][CH:14]=2)[C:6](=[O:51])[O:5][C:1]([CH3:4])([CH3:2])[CH3:3])=[CH:25][N:24]=[N:23]1 |f:2.3.4|. Procedure details: A mixture of Pd(OH)2/C (0.02 mmol), [3-(2,4-bis-benzyloxy-5-isopropyl-phenyl)-3H-[1,2,3]triazol-4-yl]-(4-morpholin-4-yl-benzyl)-carbamic acid t-butyl ester (138 mg, 0.2 mmol) in EtOH (5 ml) was subjected to one atmosphere of H2 for 1 hour. The catalyst was filtered off through Celite® pad and ethanol was then removed under reduced pressure. The crude reaction mixture was used in the next reaction without any purification. Yield: 28.8%. Reactants: C(C=C)OC1=C(C=C(C(=O)NC2CCC(N(N(C2=O)C(C(=O)O)C)C)=O)C=C1Cl)Cl (2-[6-(4-Allyloxy-3,5-dichloro-benzoylamino)-2-methyl-3,7-dioxo-[1,2]diazepan-1-yl]-propionic acid), C=1C=CC2=C(C1)N=NN2O (HOBT), C(C=C)OC(NC1C(OC(C1)=O)OCC1=CC=CC=C1)=O ((2-benzyloxy-5-oxo-tetrahydro-furan-3-yl)-carbamic acid allyl ester), CN1C(=O)N(C(=O)CC1=O)C (1,3-dimethylbarbituric acid), C(CCl)Cl (EDC), CN1C(=O)N(C(=O)CC1=O)C (DMBA). Product: C(C1=CC=CC=C1)OC1OC(CC1NC(=O)C(C)N1N(C(CCC(C1=O)NC(C1=CC(=C(C(=C1)Cl)O)Cl)=O)=O)C)=O (N-{2-[1-(2-Benzyloxy-5-oxo-tetrahydro-furan-3-ylcarbamoyl)-ethyl]-1-methyl-3,7-dioxo-[1,2]diazepan-4-yl}-3,5-dichloro-4-hydroxy-benzamide). Conditions: temperature 0 celsius, time 30 minute. Reaction SMILES: C([O:4][C:5]1[C:28]([Cl:29])=[CH:27][C:8]([C:9]([NH:11][CH:12]2[C:18](=[O:19])[N:17]([CH:20](C)[C:21](O)=O)[N:16]([CH3:25])[C:15](=[O:26])[CH2:14][CH2:13]2)=[O:10])=[CH:7][C:6]=1[Cl:30])C=C.C1C=CC2N(O)N=NC=2C=1.C(Cl)CCl.C(O[C:49](=[O:65])[NH:50][CH:51]1[CH2:55][C:54](=[O:56])[O:53][CH:52]1[O:57][CH2:58][C:59]1[CH:64]=[CH:63][CH:62]=[CH:61][CH:60]=1)C=C.CN1C(=O)CC(=O)N(C)C1=O>ClCCl.C1C=CC([P]([Pd]([P](C2C=CC=CC=2)(C2C=CC=CC=2)C2C=CC=CC=2)([P](C2C=CC=CC=2)(C2C=CC=CC=2)C2C=CC=CC=2)[P](C2C=CC=CC=2)(C2C=CC=CC=2)C2C=CC=CC=2)(C2C=CC=CC=2)C2C=CC=CC=2)=CC=1>[CH2:58]([O:57][CH:52]1[CH:51]([NH:50][C:49]([CH:20]([N:17]2[C:18](=[O:19])[CH:12]([NH:11][C:9](=[O:10])[C:8]3[CH:27]=[C:28]([Cl:29])[C:5]([OH:4])=[C:6]([Cl:30])[CH:7]=3)[CH2:13][CH2:14][C:15](=[O:26])[N:16]2[CH3:25])[CH3:21])=[O:65])[CH2:55][C:54](=[O:56])[O:53]1)[C:59]1[CH:60]=[CH:61][CH:62]=[CH:63][CH:64]=1 |^1:83,85,104,123|. Run in ClCCl (dichloromethane), ClCCl (dichloromethane). Procedure details: To a solution of 2-[6-(4-allyloxy-3,5-dichloro-benzoylamino)-2-methyl-3,7-dioxo-[1,2]diazepan-1-yl]-propionic acid (18) (183 mg, 0.40 mmol) in dichloromethane was added HOBT (65 mg, 0.48 mmol) followed by EDC (123 mg, 0.64 mmol). The mixture was stirred at 0° C. for 30 min, then a solution of (2-benzyloxy-5-oxo-tetrahydro-furan-3-yl)-carbamic acid allyl ester (9, anti diastereomer) (140 mg, 0.48 mmol) in dichloromethane, charged with 1,3-dimethylbarbituric acid (DMBA) (75 mg, 0.48 mmol) and Pd(P... The reagents and catalysts are C=1C=CC(=CC1)[P](C=2C=CC=CC2)(C=3C=CC=CC3)[Pd]([P](C=4C=CC=CC4)(C=5C=CC=CC5)C=6C=CC=CC6)([P](C=7C=CC=CC7)(C=8C=CC=CC8)C=9C=CC=CC9)[P](C=1C=CC=CC1)(C=1C=CC=CC1)C=1C=CC=CC1 (Pd(PPh3)4). The reagents and catalysts are C=1C=CC(=CC1)[P](C=2C=CC=CC2)(C=3C=CC=CC3)[Pd]([P](C=4C=CC=CC4)(C=5C=CC=CC5)C=6C=CC=CC6)([P](C=7C=CC=CC7)(C=8C=CC=CC8)C=9C=CC=CC9)[P](C=1C=CC=CC1)(C=1C=CC=CC1)C=1C=CC=CC1 (tetrakis(triphenylphosphine)palladium(0)). Procedure details: A mixture of 4-carboxybenzeneboronic acid (0.5 g, 2.9 mmol), 3-bromopyridine (0.46 g, 2.9 mmol), sodium carbonate (1.37 g), and tetrakis(triphenylphosphine)palladium(0) (0.1 g) in 50% aqueous 1,2-dimethoxyethane (70 mL) was heated to reflux for 16 h, cooled, acidified, and extracted with dichloromethane. The organic phase was dried and concentrated in vacuo to yield the title compound, which was used without further purification. The product is N1=CC(=CC=C1)C1=CC=C(C(=O)O)C=C1 (4-(3-pyridinyl)benzoic acid). Reaction SMILES: [C:1]([C:4]1[CH:9]=[CH:8][C:7](B(O)O)=[CH:6][CH:5]=1)([OH:3])=[O:2].Br[C:14]1[CH:15]=[N:16][CH:17]=[CH:18][CH:19]=1.C(=O)([O-])[O-].[Na+].[Na+]>COCCOC.C1C=CC([P]([Pd]([P](C2C=CC=CC=2)(C2C=CC=CC=2)C2C=CC=CC=2)([P](C2C=CC=CC=2)(C2C=CC=CC=2)C2C=CC=CC=2)[P](C2C=CC=CC=2)(C2C=CC=CC=2)C2C=CC=CC=2)(C2C=CC=CC=2)C2C=CC=CC=2)=CC=1>[N:16]1[CH:17]=[CH:18][CH:19]=[C:14]([C:7]2[CH:8]=[CH:9][C:4]([C:1]([OH:3])=[O:2])=[CH:5][CH:6]=2)[CH:15]=1 |f:2.3.4,^1:35,37,56,75|. The reactants are C(=O)(O)C1=CC=C(C=C1)B(O)O (4-carboxybenzeneboronic acid), BrC=1C=NC=CC1 (3-bromopyridine), C([O-])([O-])=O.[Na+].[Na+] (sodium carbonate). Solvent: COCCOC (1,2-dimethoxyethane). The reactants are CCOC(=O)c1ccc(N(C)CCO[Si](C)(C)C(C)(C)C)cc1, CCCC[N+](CCCC)(CCCC)CCCC, [F-], C1CCOC1. The product is CCOC(=O)c1ccc(N(C)CCO)cc1. As a reaction SMILES: [C:1]([Si:2]([CH3:3])([CH3:4])[O:6][CH2:7][CH2:8][N:9]([c:10]1[cH:11][cH:12][c:13]([C:14](=[O:15])[O:16][CH2:17][CH3:18])[cH:19][cH:20]1)[CH3:21])([CH3:5])([CH3:22])[CH3:23].[CH2:25]([N+:26]([CH2:27][CH2:28][CH2:29][CH3:30])([CH2:31][CH2:32][CH2:33][CH3:34])[CH2:35][CH2:36][CH2:37][CH3:38])[CH2:39][CH2:40][CH3:41].[F-:24].[O:42]1[CH2:43][CH2:44][CH2:45][CH2:46]1>>[OH:6][CH2:7][CH2:8][N:9]([c:10]1[cH:11][cH:12][c:13]([C:14](=[O:15])[O:16][CH2:17][CH3:18])[cH:19][cH:20]1)[CH3:21].